Dataset: the Open Reaction Database (ORD), a public repository of structured organic reaction records. Task: describe an organic reaction: reactants, conditions, products, and yield Reactants: C(C)(C)C1=C(C(=CC=C1)C(C)C)NS(=O)(=O)CC(=O)NC=1N=NN(N1)CCCCCCCCCCCC (2-(2,6-Diisopropyl-phenylsulfamoyl)-N-(dodecyl-2-H-tetrazol-5-yl)-acetamide), C(CCCCCCCCC)S (decanthiol). Yields the product C(CCCCCCCCC)SC(CS(NC1=C(C=CC=C1C(C)C)C(C)C)(=O)=O)=O ((2,6-Diisopropylphenylsulfamoyl)-thioacetic Acid S-decyl Ester). RXN SMILES: [CH:1]([C:4]1[CH:9]=[CH:8][CH:7]=[C:6]([CH:10]([CH3:12])[CH3:11])[C:5]=1[NH:13][S:14]([CH2:17][C:18](NC1N=NN(CCCCCCCCCCCC)N=1)=[O:19])(=[O:16])=[O:15])([CH3:3])[CH3:2].[CH2:38]([SH:48])[CH2:39][CH2:40][CH2:41][CH2:42][CH2:43][CH2:44][CH2:45][CH2:46][CH3:47]>>[CH2:38]([S:48][C:18](=[O:19])[CH2:17][S:14](=[O:15])(=[O:16])[NH:13][C:5]1[C:4]([CH:1]([CH3:2])[CH3:3])=[CH:9][CH:8]=[CH:7][C:6]=1[CH:10]([CH3:12])[CH3:11])[CH2:39][CH2:40][CH2:41][CH2:42][CH2:43][CH2:44][CH2:45][CH2:46][CH3:47]. Reported procedure: This compound was prepared in the same manner as for the title compound of Example 2, except that 2-DAT was replaced with decanthiol, mp 57°-59° C.